Dataset: the Open Reaction Database (ORD), a public repository of structured organic reaction records. Task: describe an organic reaction: reactants, conditions, products, and yield Reaction SMILES: [CH2:1]([CH3:2])[O:3][C:4]([CH2:5][NH:6][CH2:7][c:8]1[c:9]([NH2:15])[cH:10][cH:11][cH:12][c:13]1[CH3:14])=[O:16].[Cl:17][C:18]([Cl:19])=[S:20].[O:21]1[CH2:22][CH2:23][CH2:24][CH2:25]1>>[CH2:1]([CH3:2])[O:3][C:4]([CH2:5][N:6]1[CH2:7][c:8]2[c:9]([cH:10][cH:11][cH:12][c:13]2[CH3:14])[NH:15][C:18]1=[S:20])=[O:16]. The reactants are CCOC(=O)CNCc1c(C)cccc1N, S=C(Cl)Cl, C1CCOC1. Yields the product CCOC(=O)CN1Cc2c(C)cccc2NC1=S. Reactants: CCOC(=O)C(Cl)(Cl)CCCCCCCCCCSc1ccc(Cl)cc1, CC(=O)O, OO. Yields the product CCOC(=O)C(Cl)(Cl)CCCCCCCCCCS(=O)c1ccc(Cl)cc1. Reaction SMILES: [CH2:1]([CH3:2])[O:3][C:4]([C:5]([CH2:6][CH2:7][CH2:8][CH2:9][CH2:10][CH2:11][CH2:12][CH2:13][CH2:14][CH2:15][S:16][c:17]1[cH:18][cH:19][c:20]([Cl:23])[cH:21][cH:22]1)([Cl:24])[Cl:25])=[O:26].[CH3:29][C:30](=[O:31])[OH:32].[OH:27][OH:28]>>[CH2:1]([CH3:2])[O:3][C:4]([C:5]([CH2:6][CH2:7][CH2:8][CH2:9][CH2:10][CH2:11][CH2:12][CH2:13][CH2:14][CH2:15][S:16]([c:17]1[cH:18][cH:19][c:20]([Cl:23])[cH:21][cH:22]1)=[O:27])([Cl:24])[Cl:25])=[O:26]. Reactants: C[Si](C)(C)OP(O[Si](C)(C)C)O[Si](C)(C)C (Tris(trimethylsilyl)phosphite), FC1=C(C=O)C=C(C=C1)[N+](=O)[O-] (2-Fluoro-5-nitrobenzaldehyde), O1CCCC1 (tetrahydrofuran), C1(CCCCC1)N (cyclohexylamine). The solvent is ethanol-ether. Conditions: time 2.5 hour. Yields the product FC1=C(C=C(C=C1)[N+](=O)[O-])OP(O)(=O)CO (2-Fluoro-5-nitrophenylhydroxymethylphosphonic acid). RXN SMILES: [F:1][C:2]1[CH:9]=[CH:8][C:7]([N+:10]([O-:12])=[O:11])=[CH:6][C:3]=1C=O.C[Si]([O:17][P:18]([O:24][Si](C)(C)C)[O:19][Si](C)(C)C)(C)C.C1(N)CCCCC1.[O:36]1CCC[CH2:37]1>>[F:1][C:2]1[CH:9]=[CH:8][C:7]([N+:10]([O-:12])=[O:11])=[CH:6][C:3]=1[O:17][P:18]([CH2:37][OH:36])(=[O:24])[OH:19]. Reported procedure: 2-Fluoro-5-nitrobenzaldehyde (1.75 g, 10.0 mmol) was dissolved in tetrahydrofuran(50 mL). Tris(trimethylsilyl)phosphite (3.45 mL, 10.0 mmol) was added. The reaction mixture was stirred for 2.5 hours. Evaporation gave an oil which was dissolved in ethanol-ether. Addition of cyclohexylamine (1.14 mL,10.0 mmol) gave a solid salt which was filtered. Recrystallization from water gave 1.88 g (53.0%) of analytically pure product, mp 226-231° C.1H NMR (DMSO): d, 8.47 (m,1H), 8.11 (m,1H), 7.34 (t,1H), 4.... Reactants: BrC1=CC=C(C=C1)C=1CCN(CC1)S(=O)(=O)C (4-(4-bromo-phenyl)-1-methanesulfonyl-1,2,3,6-tetrahydro-pyridine), [OH-].[K+] (potassium hydroxide). The reagents and catalysts are C=1C=CC(=CC1)/C=C/C(=O)/C=C/C2=CC=CC=C2.C=1C=CC(=CC1)/C=C/C(=O)/C=C/C2=CC=CC=C2.C=1C=CC(=CC1)/C=C/C(=O)/C=C/C2=CC=CC=C2.[Pd].[Pd] (tris(dibenzylideneacetone)dipalladium), C(C)(C)(C)P(C1=C(C=CC=C1)C1=C(C=C(C=C1C(C)C)C(C)C)C(C)C)C(C)(C)C (2-di-tert-butylphosphino-2′,4′,6′-tri-i-propyl-1,1′-biphenyl). Run in C(C)OCC (Diethyl ether). Run at temperature 100 celsius, time 1 hour. The product is CS(=O)(=O)N1CCC(=CC1)C1=CC=C(C=C1)O (4-(1-Methanesulfonyl-1,2,3,6-tetrahydro-pyridin-4-yl)-phenol). The yield is 85.0%. Reaction SMILES: Br[C:2]1[CH:7]=[CH:6][C:5]([C:8]2[CH2:9][CH2:10][N:11]([S:14]([CH3:17])(=[O:16])=[O:15])[CH2:12][CH:13]=2)=[CH:4][CH:3]=1.[OH-:18].[K+]>C1C=CC(/C=C/C(/C=C/C2C=CC=CC=2)=O)=CC=1.C1C=CC(/C=C/C(/C=C/C2C=CC=CC=2)=O)=CC=1.C1C=CC(/C=C/C(/C=C/C2C=CC=CC=2)=O)=CC=1.[Pd].[Pd].C(P(C(C)(C)C)C1C=CC=CC=1C1C(C(C)C)=CC(C(C)C)=CC=1C(C)C)(C)(C)C.C(OCC)C>[CH3:17][S:14]([N:11]1[CH2:12][CH:13]=[C:8]([C:5]2[CH:6]=[CH:7][C:2]([OH:18])=[CH:3][CH:4]=2)[CH2:9][CH2:10]1)(=[O:16])=[O:15] |f:1.2,3.4.5.6.7|. Procedure: A mixture of 4-(4-bromo-phenyl)-1-methanesulfonyl-1,2,3,6-tetrahydro-pyridine (23.50 g, 74.32 mmol), potassium hydroxide (14.72 g, 222.95 mmol), 2-di-tert-butylphosphino-2′,4′,6′-tri-i-propyl-1,1′-biphenyl (2.52 g, 5.95 mmol) and tris(dibenzylideneacetone)dipalladium (0) (1.36 g, 1.49 mmol) is purged with nitrogen, and then deoxygenated 1,4-dioxane (150 mL) and deoxygenated water (150 mL) are added. The mixture is stirred at 100° C. for 1 h. The mixture is cooled to 23° C. and 1 M aq hydrochlori... The reactants are C[O-], CO, Cl, [Na+], C1CCOC1, NO, COC(=O)C1CC(Sc2ccccc2)CN(C(=O)OC)C1C(=O)N1CCN(c2ccccc2)CC1. Yields the product COC(=O)N1CC(Sc2ccccc2)CC(C(=O)NO)C1C(=O)N1CCN(c2ccccc2)CC1. Reaction SMILES: [CH3:43][O-:44].[CH3:47][OH:48].[ClH:46].[Na+:45].[O:36]1[CH2:37][CH2:38][CH2:39][CH2:40]1.[OH:41][NH2:42].[c:1]1([N:7]2[CH2:8][CH2:9][N:10]([C:13](=[O:14])[CH:15]3[N:16]([C:32](=[O:33])[O:34][CH3:35])[CH2:17][CH:18]([S:25][c:26]4[cH:27][cH:28][cH:29][cH:30][cH:31]4)[CH2:19][CH:20]3[C:21]([O:23][CH3:22])=[O:24])[CH2:11][CH2:12]2)[cH:2][cH:3][cH:4][cH:5][cH:6]1>>[c:1]1([N:7]2[CH2:8][CH2:9][N:10]([C:13](=[O:14])[CH:15]3[N:16]([C:32](=[O:33])[O:34][CH3:35])[CH2:17][CH:18]([S:25][c:26]4[cH:27][cH:28][cH:29][cH:30][cH:31]4)[CH2:19][CH:20]3[C:21](=[O:23])[NH:42][OH:41])[CH2:11][CH2:12]2)[cH:2][cH:3][cH:4][cH:5][cH:6]1. The reactants are BrB(Br)Br, CO, ClCCl, COc1ccc2c(c1)CCN(C(=O)C(F)(F)F)C2C1CCN(S(=O)(=O)c2cn(C)cn2)CC1, N#N, [Na+], O=C([O-])O. The product is Cn1cnc(S(=O)(=O)N2CCC(C3c4ccc(O)cc4CCN3C(=O)C(F)(F)F)CC2)c1. As a reaction SMILES: [B:36]([Br:37])([Br:38])[Br:39].[CH3:48][OH:49].[Cl:45][CH2:46][Cl:47].[F:1][C:2]([C:3](=[O:4])[N:5]1[CH:6]([CH:17]2[CH2:18][CH2:19][N:20]([S:23](=[O:24])(=[O:25])[c:26]3[n:27][cH:28][n:29]([CH3:31])[cH:30]3)[CH2:21][CH2:22]2)[c:7]2[cH:8][cH:9][c:10]([O:15][CH3:16])[cH:11][c:12]2[CH2:13][CH2:14]1)([F:32])[F:33].[N:34]#[N:35].[Na+:44].[O-:40][C:41]([OH:42])=[O:43]>>[F:1][C:2]([C:3](=[O:4])[N:5]1[CH:6]([CH:17]2[CH2:18][CH2:19][N:20]([S:23](=[O:24])(=[O:25])[c:26]3[n:27][cH:28][n:29]([CH3:31])[cH:30]3)[CH2:21][CH2:22]2)[c:7]2[cH:8][cH:9][c:10]([OH:15])[cH:11][c:12]2[CH2:13][CH2:14]1)([F:32])[F:33]. Reactants: COc1cc2c(c(OC)c1)C(=O)C(=O)N2, CC(=O)O, Cl, [Na+], [OH-], OO. Yields the product COc1cc(N)c(C(=O)O)c(OC)c1. As a reaction SMILES: [CH3:1][O:2][c:3]1[c:4]2[c:8]([cH:9][c:10]([O:12][CH3:13])[cH:11]1)[NH:7][C:6](=[O:14])[C:5]2=[O:15].[CH3:21][C:22](=[O:23])[OH:24].[ClH:20].[Na+:17].[OH-:16].[OH:18][OH:19]>>[CH3:1][O:2][c:3]1[c:4]([C:5]([OH:15])=[O:16])[c:8]([NH2:7])[cH:9][c:10]([O:12][CH3:13])[cH:11]1. Starting materials: C(CCC)C=1N(C(=CN1)CCC(=O)OCC)COCC[Si](C)(C)C (ethyl 3-[2-n-butyl-1-{(trimethylsilyl)ethoxymethyl}-1H-imidazol-5-yl]propanoate), Cl (hydrochloric acid). Run in C(C)O (ethanol). Conditions: temperature 60 celsius. Product: C(CCC)C=1NC=C(N1)CCC(=O)OCC (ethyl 3-(2-n-butylimidazol-4-yl)-propanoate). Isolated yield 50.0%. Reaction SMILES: [CH2:1]([C:5]1[N:6](COCC[Si](C)(C)C)[C:7]([CH2:10][CH2:11][C:12]([O:14][CH2:15][CH3:16])=[O:13])=[CH:8][N:9]=1)[CH2:2][CH2:3][CH3:4].Cl>C(O)C>[CH2:1]([C:5]1[NH:9][CH:8]=[C:7]([CH2:10][CH2:11][C:12]([O:14][CH2:15][CH3:16])=[O:13])[N:6]=1)[CH2:2][CH2:3][CH3:4]. Procedure: A solution of ethyl 3-[2-n-butyl-1-{(trimethylsilyl)ethoxymethyl}-1H-imidazol-5-yl]propanoate (0.992 g, 2.8 mmol) in ethanol (10 mL) was treated with 5N aqueous hydrochloric acid solution (20 mL), and then the reaction mixture was heated at 60° C. for 3.5 hours. The ethanol was evaporated, and the cooled aqueous solution was basified to pH 8 with 10% aqueous sodium hydroxide solution. The product was extracted into ethyl acetate, and the organic extracts were washed with brine, dried with anhydr...